From a dataset of the Open Reaction Database (ORD), a public repository of structured organic reaction records. describe an organic reaction: reactants, conditions, products, and yield Yields the product C(C)(=O)C1=C(C(=C(OCC2(C(CCCC2)O)SC2=CC=C(C=C2)C(CCC(=O)O)=O)C=C1)CCC)O (2-(4-acetyl-3-hydroxy-2-propylphenoxymethyl)-2-(4-(3-carboxy-1-oxopropyl)phenylthio)cyclohexanol). Procedure details: The isomer of the title compound of Step A of Example 2 was treated with sodium hydroxide as described in Step E of Example 1 to afford the title compound, m.p. 65°-67° remelts at 125°-127° C. Reactants: C(C)(=O)C1=C(C(=C(OCC2(C(CCCC2)O)SC2=CC=C(C=C2)C(CCC(=O)OC)=O)C=C1)CCC)O (2-(4-acetyl-3-hydroxy-2-propyl phenoxymethyl)-2-(4-(3-carbomethoxy-1-oxopropyl) phenylthio)cyclohexanol), [OH-].[Na+] (sodium hydroxide). As a reaction SMILES: [C:1]([C:4]1[CH:33]=[CH:32][C:7]([O:8][CH2:9][C:10]2([S:17][C:18]3[CH:23]=[CH:22][C:21]([C:24](=[O:31])[CH2:25][CH2:26][C:27]([O:29]C)=[O:28])=[CH:20][CH:19]=3)[CH2:15][CH2:14][CH2:13][CH2:12][CH:11]2[OH:16])=[C:6]([CH2:34][CH2:35][CH3:36])[C:5]=1[OH:37])(=[O:3])[CH3:2].[OH-].[Na+]>>[C:1]([C:4]1[CH:33]=[CH:32][C:7]([O:8][CH2:9][C:10]2([S:17][C:18]3[CH:19]=[CH:20][C:21]([C:24](=[O:31])[CH2:25][CH2:26][C:27]([OH:29])=[O:28])=[CH:22][CH:23]=3)[CH2:15][CH2:14][CH2:13][CH2:12][CH:11]2[OH:16])=[C:6]([CH2:34][CH2:35][CH3:36])[C:5]=1[OH:37])(=[O:3])[CH3:2] |f:1.2|. Reactants: CC(C)C(=O)Nc1cccc(C2CCNCC2)c1, CC(CCl)COc1ccc(Cl)cc1. Product: CC(COc1ccc(Cl)cc1)CN1CCC(c2cccc(NC(=O)C(C)C)c2)CC1. Reaction SMILES: [CH3:14][CH:15]([C:16](=[O:17])[NH:18][c:19]1[cH:20][c:21]([CH:25]2[CH2:26][CH2:27][NH:28][CH2:29][CH2:30]2)[cH:22][cH:23][cH:24]1)[CH3:31].[Cl:1][c:2]1[cH:3][cH:4][c:5]([O:8][CH2:9][CH:10]([CH2:11][Cl:12])[CH3:13])[cH:6][cH:7]1>>[Cl:1][c:2]1[cH:3][cH:4][c:5]([O:8][CH2:9][CH:10]([CH2:11][N:28]2[CH2:27][CH2:26][CH:25]([c:21]3[cH:20][c:19]([NH:18][C:16]([CH:15]([CH3:14])[CH3:31])=[O:17])[cH:24][cH:23][cH:22]3)[CH2:30][CH2:29]2)[CH3:13])[cH:6][cH:7]1. Reactants: ClC=1C=C(C(=O)NC=2C=C(C(=CC2)C)C2=CC=C(C=C2)C(=O)NCC2CC2)C=CN1 (2-chloro-N-(4′-{[(cyclopropylmethyl)amino]carbonyl}-6-methyl-1,1′-biphenyl-3-yl)isonicotinamide). The solvent is C1(CC1)CN (cyclopropylmethylamine). Reaction conditions: time 48 hour. Product: C1(CC1)CNC=1C=C(C(=O)NC=2C=C(C(=CC2)C)C2=CC=C(C=C2)C(=O)NCC2CC2)C=CN1 (2-(cyclopropylmethylamino)-N-(4′-{[(cyclopropylmethyl)amino]carbonyl}-6-methyl-1,1′-biphenyl-3-yl)isonicotinamide). Yield: 62.7%. As a reaction SMILES: Cl[C:2]1[CH:3]=[C:4]([CH:28]=[CH:29][N:30]=1)[C:5]([NH:7][C:8]1[CH:9]=[C:10]([C:15]2[CH:20]=[CH:19][C:18]([C:21]([NH:23][CH2:24][CH:25]3[CH2:27][CH2:26]3)=[O:22])=[CH:17][CH:16]=2)[C:11]([CH3:14])=[CH:12][CH:13]=1)=[O:6]>C1(CN)CC1>[CH:25]1([CH2:24][NH:23][C:2]2[CH:3]=[C:4]([CH:28]=[CH:29][N:30]=2)[C:5]([NH:7][C:8]2[CH:9]=[C:10]([C:15]3[CH:20]=[CH:19][C:18]([C:21]([NH:23][CH2:24][CH:25]4[CH2:27][CH2:26]4)=[O:22])=[CH:17][CH:16]=3)[C:11]([CH3:14])=[CH:12][CH:13]=2)=[O:6])[CH2:27][CH2:26]1. Procedure: A solution of 2-chloro-N-(4′-{[(cyclopropylmethyl)amino]carbonyl}-6-methyl-1,1′-biphenyl-3-yl)isonicotinamide (50 mg, 0.12 mmol) in cyclopropylmethylamine (1 ml) was heated at 85° C. for 48 h and then at 110° C. for 48 h in a sealed tube. The reaction was concentrated under vacuum, the residue triturated with water and purified by preparative HPLC. The solvent was evaporated under vacuum to give 2-(cyclopropylmethylamino)-N-(4′-{[(cyclopropylmethyl)amino]carbonyl}-6-methyl-1,1′-biphenyl-3-yl)iso... Reactants: COCC=1SC=C(N1)CN1C(N(CC1)[C@H](C(=O)OC(C)(C)C)C(C)(C)C)=O (tert-butyl(2S)-2-(3-{[2-(methoxymethyl)-1,3-thiazol-4-yl]methyl}-2-oxo-1-imidazolidinyl)-3,3-dimethylbutanoate), FC(C(=O)O)(F)F (trifluoracetic acid). The solvent is ClCCl (dichloromethane). Conditions: temperature 25 celsius, time 4 hour. Product: FC(C(=O)O)(F)F.COCC=1SC=C(N1)CN1C(N(CC1)[C@H](C(=O)O)C(C)(C)C)=O ((2S)-2-(3-{[2-(methoxymethyl)-1,3-thiazol-4-yl]methyl}-2-oxo-1-imidazolidinyl)-3,3-dimethylbutanoic acid trifluoroacetate). As a reaction SMILES: [CH3:1][O:2][CH2:3][C:4]1[S:5][CH:6]=[C:7]([CH2:9][N:10]2[CH2:14][CH2:13][N:12]([C@@H:15]([C:23]([CH3:26])([CH3:25])[CH3:24])[C:16]([O:18]C(C)(C)C)=[O:17])[C:11]2=[O:27])[N:8]=1.[F:28][C:29]([F:34])([F:33])[C:30]([OH:32])=[O:31]>ClCCl>[F:28][C:29]([F:34])([F:33])[C:30]([OH:32])=[O:31].[CH3:1][O:2][CH2:3][C:4]1[S:5][CH:6]=[C:7]([CH2:9][N:10]2[CH2:14][CH2:13][N:12]([C@@H:15]([C:23]([CH3:25])([CH3:24])[CH3:26])[C:16]([OH:18])=[O:17])[C:11]2=[O:27])[N:8]=1 |f:3.4|. Reported procedure: A solution containing the product from Example 6G (1.28 g, 3.2 mmol) in dichloromethane (10 mL) was treated with trifluoracetic acid (5 mL), stirred at 25° C. for 4 hours and concentrated. The residue was chromatographed on silica gel eluting with 0-5% methanol in dichloromethane to give the title compound (1.2 g) as the trifluoroacetic acid salt. Starting materials: N(=[N+]=[N-])C1=CN=CC(=N1)C(=O)N1CCC(CC1)N1CCC(CC1)N1C(NC2=C1C=CC=C2)=O (1,3-dihydro-1-{1-[1-(6-azido-2-pyrazinecarbonyl)piperidin-4-yl]piperidin-4-yl}-2H-benzimidazol-2-one), [H][H] (hydrogen). Reagents/catalysts: [Pd] (palladium on carbon). Solvent: C(C)O (ethanol). Yields the product NC1=CN=CC(=N1)C(=O)N1CCC(CC1)N1CCC(CC1)N1C(NC2=C1C=CC=C2)=O (1,3-dihydro-1-{1-[1-(6-amino-2-pyrazinecarbonyl)piperidin-4-yl]piperidin-4-yl}-2H-benzimidazol-2-one). Reaction SMILES: [N:1]([C:4]1[N:9]=[C:8]([C:10]([N:12]2[CH2:17][CH2:16][CH:15]([N:18]3[CH2:23][CH2:22][CH:21]([N:24]4[C:28]5[CH:29]=[CH:30][CH:31]=[CH:32][C:27]=5[NH:26][C:25]4=[O:33])[CH2:20][CH2:19]3)[CH2:14][CH2:13]2)=[O:11])[CH:7]=[N:6][CH:5]=1)=[N+]=[N-].[H][H]>C(O)C.[Pd]>[NH2:1][C:4]1[N:9]=[C:8]([C:10]([N:12]2[CH2:13][CH2:14][CH:15]([N:18]3[CH2:19][CH2:20][CH:21]([N:24]4[C:28]5[CH:29]=[CH:30][CH:31]=[CH:32][C:27]=5[NH:26][C:25]4=[O:33])[CH2:22][CH2:23]3)[CH2:16][CH2:17]2)=[O:11])[CH:7]=[N:6][CH:5]=1. Procedure: The crude 1,3-dihydro-1-{1-[1-(6-azido-2-pyrazinecarbonyl)piperidin-4-yl]piperidin-4-yl}-2H-benzimidazol-2-one was hydrogenated under 1 atm. of hydrogen in 20 mL of ethanol over 0.05 g of 5% palladium on carbon. The catalyst was removed by filtration and the filtrate concentrated to dryness under reduced pressure. Preparative thin layer chromatography using 20% methanol/10% conc. NH4OH/70% chloroform gave 35 mg of 1,3-dihydro-1-{1-[1-(6-amino-2-pyrazinecarbonyl)piperidin-4-yl]piperidin-4-yl}-2H-... Starting materials: COC1=CC=CC=2C(C(=COC21)OCC(=O)OC)=O (methyl [(8-methoxy-4-oxo-4H-1-benzopyran-3-yl)oxy]acetate). Reaction conditions: temperature 100 celsius, time 3 hour. The product is COC1=CC=CC=2C(C(=COC21)OCC(=O)O)=O ([(8-Methoxy-4-oxo-4H-1-benzopyran-3-yl)oxy]acetic acid). Solvent: Cl (hydrochloric acid). Reaction SMILES: [CH3:1][O:2][C:3]1[C:12]2[O:11][CH:10]=[C:9]([O:13][CH2:14][C:15]([O:17]C)=[O:16])[C:8](=[O:19])[C:7]=2[CH:6]=[CH:5][CH:4]=1>Cl>[CH3:1][O:2][C:3]1[C:12]2[O:11][CH:10]=[C:9]([O:13][CH2:14][C:15]([OH:17])=[O:16])[C:8](=[O:19])[C:7]=2[CH:6]=[CH:5][CH:4]=1. Procedure details: A suspension of methyl [(8-methoxy-4-oxo-4H-1-benzopyran-3-yl)oxy]acetate (200 mg) in 6N hydrochloric acid (20 ml) is stirred at 100° C. for 3 hrs. under nitrogen. The reaction is cooled and the product filtered off and sucked dry. Recrystallization from methanol gives white crystals (180 mg. 86%), mp 215°-217° C. Starting materials: COc1cc(CNC(=O)c2ccc(C(=O)NN)s2)on1, CC(=O)c1csc(-c2ccc(Cl)c(Cl)c2)c1O. The product is COc1cc(CNC(=O)c2ccc(C(=O)NN=C(C)c3csc(-c4ccc(Cl)c(Cl)c4)c3O)s2)on1. Reaction SMILES: [CH3:18][O:19][c:20]1[n:21][o:22][c:23]([CH2:25][NH:26][C:27](=[O:28])[c:29]2[s:30][c:31]([C:34](=[O:35])[NH:36][NH2:37])[cH:32][cH:33]2)[cH:24]1.[Cl:1][c:2]1[cH:3][c:4](-[c:9]2[s:10][cH:11][c:12]([C:15](=[O:16])[CH3:17])[c:13]2[OH:14])[cH:5][cH:6][c:7]1[Cl:8]>>[Cl:1][c:2]1[cH:3][c:4](-[c:9]2[s:10][cH:11][c:12]([C:15]([CH3:17])=[N:37][NH:36][C:34]([c:31]3[s:30][c:29]([C:27]([NH:26][CH2:25][c:23]4[o:22][n:21][c:20]([O:19][CH3:18])[cH:24]4)=[O:28])[cH:33][cH:32]3)=[O:35])[c:13]2[OH:14])[cH:5][cH:6][c:7]1[Cl:8].